Dataset: the Open Reaction Database (ORD), a public repository of structured organic reaction records. Task: describe an organic reaction: reactants, conditions, products, and yield Reactants: C(C)N1C2=CC=CC=C2C=2C=C(C=CC12)N (9-ethyl-9H-carbazol-3-amine), C[Al](C)C (trimethylaluminium), OC1(CC(OCC1)=O)C (4-hydroxy-4-methyltetrahydro-2H-pyran-2-one), Cl (hydrochloric acid). The solvent is C1(=CC=CC=C1)C (toluene), C1(=CC=CC=C1)C (toluene). Run at time 30 minute. Product: C(C)N1C2=CC=CC=C2C=2C=C(C=CC12)NC(CC(CCO)(C)O)=O (N-(9-ethyl-9H-carbazol-3-yl)-3,5-dihydroxy-3-methylpentanamide). Isolated yield 73.8%. Reaction SMILES: [CH2:1]([N:3]1[C:15]2[CH:14]=[CH:13][C:12]([NH2:16])=[CH:11][C:10]=2[C:9]2[C:4]1=[CH:5][CH:6]=[CH:7][CH:8]=2)[CH3:2].C[Al](C)C.[OH:21][C:22]1([CH3:29])[CH2:27][CH2:26][O:25][C:24](=[O:28])[CH2:23]1.Cl>C1(C)C=CC=CC=1>[CH2:1]([N:3]1[C:15]2[CH:14]=[CH:13][C:12]([NH:16][C:24](=[O:28])[CH2:23][C:22]([OH:21])([CH3:29])[CH2:27][CH2:26][OH:25])=[CH:11][C:10]=2[C:9]2[C:4]1=[CH:5][CH:6]=[CH:7][CH:8]=2)[CH3:2]. Procedure details: To a solution of 9-ethyl-9H-carbazol-3-amine (300 mg, 1.43 mmol) in toluene (4 mL) was added trimethylaluminium (1.8M in toluene solution, 1.189 mL, 2.14 mmol), and the mixture was stirred at room temperature for 30 min. To the reaction mixture was added a solution of 4-hydroxy-4-methyltetrahydro-2H-pyran-2-one (186 mg, 1.43 mmol) in toluene (4 mL) at room temperature, and the mixture was stirred at 80° C. for 4 hr. The reaction mixture was cooled to 0° C., neutralized with 1N hydrochloric acid,... Starting materials: [OH-].[Na+] (sodium hydroxide), ON=C1CCC2=C1NC=1C=CC=CC21 (3-hydroxyimino-1,2,3,4-tetrahydrocyclopent[b]indole). The reagents and catalysts are [Ni] (nickel). Solvent: O (water), CCO (EtOH). Product: C1CC(C=2NC=3C=CC=CC3C21)N (1,2,3,4-Tetrahydrocyclopent[b]indol-3-amine). Yield: 90.1%. RXN SMILES: O[N:2]=[C:3]1[C:7]2[NH:8][C:9]3[CH:10]=[CH:11][CH:12]=[CH:13][C:14]=3[C:6]=2[CH2:5][CH2:4]1.[OH-].[Na+]>CCO.O.[Ni]>[CH2:5]1[C:6]2[C:14]3[CH:13]=[CH:12][CH:11]=[CH:10][C:9]=3[NH:8][C:7]=2[CH:3]([NH2:2])[CH2:4]1 |f:1.2|. Procedure details: To a stirred solution of 3-hydroxyimino-1,2,3,4-tetrahydrocyclopent[b]indole (6 g) in 150 ml of 95% EtOH at 0° C. was added a nickel alloy (Harshaw, Ni-100P, 10 g) followed by 12.9 grams of sodium hydroxide in 150 ml water. The ice bath was removed after 0.5 hour and the mixture was stirred an additional hour and filtered. The EtOH was removed in vacuo and the product crystallized to provide 5.0 grams of solid. A sample was recrystallized from toluene to provide analytically pure material. Reactants: C, CN(CCCNC(=O)c1ccc([N+](=O)[O-])cc1)C(=O)OC(C)(C)C, CO, [Pd]. Yields the product CN(CCCNC(=O)c1ccc(N)cc1)C(=O)OC(C)(C)C. Reaction SMILES: [C:27].[CH3:1][N:2]([C:3]([O:4][C:5]([CH3:6])([CH3:7])[CH3:8])=[O:9])[CH2:10][CH2:11][CH2:12][NH:13][C:14]([c:15]1[cH:16][cH:17][c:18]([N+:21]([O-:22])=[O:23])[cH:19][cH:20]1)=[O:24].[CH3:25][OH:26].[Pd:28]>>[CH3:1][N:2]([C:3]([O:4][C:5]([CH3:6])([CH3:7])[CH3:8])=[O:9])[CH2:10][CH2:11][CH2:12][NH:13][C:14]([c:15]1[cH:16][cH:17][c:18]([NH2:21])[cH:19][cH:20]1)=[O:24].